describe an organic reaction: reactants, conditions, products, and yield From a dataset of the Open Reaction Database (ORD), a public repository of structured organic reaction records. Starting materials: CC[O-].[Na+] (NaOEt), [H-].[Na+] (sodium hydride), C(OCC)(OCC)=O (diethyl carbonate), C(=O)(OC(C)(C)C)N1C[C@H](NCC1)CO ((S)-4-N-BOC-2-hydroxymethyl-piperazine). Solvent: CCO (EtOH). Reaction conditions: temperature 80 celsius. The product is O=C1OC[C@H]2N1CCN(C2)C(=O)OC(C)(C)C ((S)-Tert-butyl 3-oxo-tetrahydro-1H-oxazolo[3,4-a]pyrazine-7(3H)-carboxylate). Reaction SMILES: C[CH2:2][O-:3].[Na+].[H-].[Na+].C(=O)(OCC)OCC.[C:15]([N:22]1[CH2:27][CH2:26][NH:25][C@H:24]([CH2:28][OH:29])[CH2:23]1)([O:17][C:18]([CH3:21])([CH3:20])[CH3:19])=[O:16]>CCO>[O:3]=[C:2]1[N:25]2[CH2:26][CH2:27][N:22]([C:15]([O:17][C:18]([CH3:21])([CH3:20])[CH3:19])=[O:16])[CH2:23][C@H:24]2[CH2:28][O:29]1 |f:0.1,2.3|. Procedure: A NaOEt solution, prepared from sodium hydride (60% dispersion in mineral oil) (0.990 g, 26 mmol) and 100 mL EtOH, diethyl carbonate (9.00 mL, 74 mmol) and (S)-4-N-BOC-2-hydroxymethyl-piperazine (2.17 g, 10 mmol) was heated at 80° C. The reaction was cooled to RT and filtered. The filtrate was concentrated to dryness to give an off-white amorphous solid.